From a dataset of the Open Reaction Database (ORD), a public repository of structured organic reaction records. describe an organic reaction: reactants, conditions, products, and yield Reactants: CC1CCC(=O)CC1, O=C(CNc1ncnc2ccc(C(F)(F)F)cc12)NC1CNC1. Yields the product CC1CCC(N2CC(NC(=O)CNc3ncnc4ccc(C(F)(F)F)cc34)C2)CC1. Reaction SMILES: [CH3:1][CH:2]1[CH2:3][CH2:4][C:5](=[O:8])[CH2:6][CH2:7]1.[NH:9]1[CH2:10][CH:11]([NH:13][C:14]([CH2:15][NH:16][c:17]2[n:18][cH:19][n:20][c:21]3[cH:22][cH:23][c:24]([C:27]([F:28])([F:29])[F:30])[cH:25][c:26]23)=[O:31])[CH2:12]1>>[CH3:1][CH:2]1[CH2:3][CH2:4][CH:5]([N:9]2[CH2:10][CH:11]([NH:13][C:14]([CH2:15][NH:16][c:17]3[n:18][cH:19][n:20][c:21]4[cH:22][cH:23][c:24]([C:27]([F:28])([F:29])[F:30])[cH:25][c:26]34)=[O:31])[CH2:12]2)[CH2:6][CH2:7]1.